Dataset: the Open Reaction Database (ORD), a public repository of structured organic reaction records. Task: describe an organic reaction: reactants, conditions, products, and yield Starting materials: O=c1ccn(C2CC(O)C(COC(c3ccccc3)(c3ccccc3)c3ccccc3)O2)c(=O)[nH]1, CS(=O)(=O)Cl, CCO, ClC(Cl)Cl, c1ccncc1. Product: CS(=O)(=O)OC1CC(n2ccc(=O)[nH]c2=O)OC1COC(c1ccccc1)(c1ccccc1)c1ccccc1. As a reaction SMILES: [C:1]([c:2]1[cH:3][cH:4][cH:5][cH:6][cH:7]1)([c:8]1[cH:9][cH:10][cH:11][cH:12][cH:13]1)([c:14]1[cH:15][cH:16][cH:17][cH:18][cH:19]1)[O:20][CH2:21][CH:22]1[CH:23]([OH:35])[CH2:24][CH:25]([n:27]2[c:28](=[O:29])[nH:30][c:31](=[O:32])[cH:33][cH:34]2)[O:26]1.[CH3:36][S:37]([Cl:38])(=[O:39])=[O:40].[CH3:45][CH2:46][OH:47].[Cl:41][CH:42]([Cl:43])[Cl:44].[cH:48]1[cH:49][cH:50][n:51][cH:52][cH:53]1>>[C:1]([c:2]1[cH:3][cH:4][cH:5][cH:6][cH:7]1)([c:8]1[cH:9][cH:10][cH:11][cH:12][cH:13]1)([c:14]1[cH:15][cH:16][cH:17][cH:18][cH:19]1)[O:20][CH2:21][CH:22]1[CH:23]([O:35][S:37]([CH3:36])(=[O:39])=[O:40])[CH2:24][CH:25]([n:27]2[c:28](=[O:29])[nH:30][c:31](=[O:32])[cH:33][cH:34]2)[O:26]1. The reactants are C(C)OC(=O)N1CCN(CC1)C([C@H](CC=C)NC(=O)OC(C)(C)C)=O (4-((S)-2-tert-Butoxycarbonylamino-pent-4-enoyl)-piperazine-1-carboxylic acid ethyl ester). Run in ClCCl (dichloromethane), C(=O)(C(F)(F)F)O (TFA). Product: C(C)OC(=O)N1CCN(CC1)C([C@H](CC=C)NC(=O)OCC1=CC=CC=C1)=O (4-((S)-2-Benzyloxycarbonylamino-pent-4-enoyl)-piperazine-1-carboxylic acid ethyl ester). RXN SMILES: [CH2:1]([O:3][C:4]([N:6]1[CH2:11][CH2:10][N:9]([C:12](=[O:25])[C@@H:13]([NH:17][C:18]([O:20][C:21]([CH3:24])(C)C)=[O:19])[CH2:14][CH:15]=[CH2:16])[CH2:8][CH2:7]1)=[O:5])[CH3:2]>ClCCl.C(O)(C(F)(F)F)=O>[CH2:1]([O:3][C:4]([N:6]1[CH2:7][CH2:8][N:9]([C:12](=[O:25])[C@@H:13]([NH:17][C:18]([O:20][CH2:21][C:24]2[CH:16]=[CH:15][CH:14]=[CH:13][CH:12]=2)=[O:19])[CH2:14][CH:15]=[CH2:16])[CH2:10][CH2:11]1)=[O:5])[CH3:2]. Reported procedure: A solution of 767 mg 4-((S)-2-tert-Butoxycarbonylamino-pent-4-enoyl)-piperazine-1-carboxylic acid ethyl ester in 5 ml dichloromethane and 1.6 ml TFA was stirred for 2 h. The reaction mixture was concentrated, the residue dissolved in 4 ml dioxane/water (1:1) and 661 mg NaHCO3 and 688 mg N-(Benzyloxycarbonyloxy)succinimide were added. After 12 h the reaction mixture was diluted with ethyl acetate and washed with water, 0.1 M HCl and half-saturated aqueous NaHCO3 solution. The crude product obtain... Reactants: C1(=CC=CC=C1)S(=O)(=O)N1C=C(C=2C1=NC=C(C2)C2=CC=C(C=C2)N(C)C)C#CC2=CC=CC=C2 ([4-(1-Benzenesulfonyl-3-phenylethynyl-1H-pyrrolo[2,3-b]pyridin-5-yl)-phenyl]-dimethyl-amine), [OH-].[Na+] (NaOH). Solvent: CCO (EtOH). Reaction conditions: temperature 90 celsius. Yields the product CN(C1=CC=C(C=C1)C=1C=C2C(=NC1)NC=C2C#CC2=CC=CC=C2)C (Dimethyl-[4-(3-phenylethynyl-1H-pyrrolo[2,3-b]pyridin-5-yl)-phenyl]-amine). Yield: 28.1%. As a reaction SMILES: C1(S([N:10]2[C:14]3=[N:15][CH:16]=[C:17]([C:19]4[CH:24]=[CH:23][C:22]([N:25]([CH3:27])[CH3:26])=[CH:21][CH:20]=4)[CH:18]=[C:13]3[C:12]([C:28]#[C:29][C:30]3[CH:35]=[CH:34][CH:33]=[CH:32][CH:31]=3)=[CH:11]2)(=O)=O)C=CC=CC=1.[OH-].[Na+]>CCO>[CH3:27][N:25]([CH3:26])[C:22]1[CH:21]=[CH:20][C:19]([C:17]2[CH:18]=[C:13]3[C:12]([C:28]#[C:29][C:30]4[CH:35]=[CH:34][CH:33]=[CH:32][CH:31]=4)=[CH:11][NH:10][C:14]3=[N:15][CH:16]=2)=[CH:24][CH:23]=1 |f:1.2|. Procedure: To sulfonamide 21 (36.9 mg, 0.077 mmol) in EtOH (770 μL) was added 10% aq. NaOH (386 μL) and the reaction mixture heated at 90° C. for 1 h. It was then poured onto water (5 mL), extracted with ethyl acetate (4×10 mL) and the combined organic extracts dried (MgSO4) and concentrated. The residue was purified by preparative LCMS (column LUNA 10μ C18(2) 00G4253-V0 250×50 mm) using water-acetonitrile (0.1% AcOH) as eluent (in gradient; flow 80 mL/min) to give inhibitor 22 as a white solid (7.3 mg, 28... The reactants are COC=1C=C(C(=O)O)C=C2C1OCO2 (3-methoxy-4,5-methylenedioxybenzoic acid), Cl.C(C)OCCN1C(=NC2=C1C=CC=C2)N2CCN(CCC2)CCC2(CNCC2)C2=CC=CC=C2 (3-(2-(4-(1-(2-ethoxyethyl)-1H-benzimidazol-2-yl)[1,4]diazepan-1-yl)ethyl)-3-phenylpyrrolidine hydrochloric acid salt). Yields the product COC=1C=C(C(=O)N2CC(CC2)(C2=CC=CC=C2)CCN2CCN(CCC2)C2=NC3=C(N2CCOCC)C=CC=C3)C=C3C1OCO3 (1-(3-Methoxy-4,5-methylenedioxybenzoyl)-3-(2-(4-(1-(2-ethoxyethyl)-1H-benzimidazol-2-yl)[1,4]diazepan-1-yl)ethyl)-3-phenylpyrrolidine). RXN SMILES: [CH3:1][O:2][C:3]1[CH:4]=[C:5]([CH:9]=[C:10]2[O:14][CH2:13][O:12][C:11]=12)[C:6]([OH:8])=O.Cl.[CH2:16]([O:18][CH2:19][CH2:20][N:21]1[C:25]2[CH:26]=[CH:27][CH:28]=[CH:29][C:24]=2[N:23]=[C:22]1[N:30]1[CH2:36][CH2:35][CH2:34][N:33]([CH2:37][CH2:38][C:39]2([C:44]3[CH:49]=[CH:48][CH:47]=[CH:46][CH:45]=3)[CH2:43][CH2:42][NH:41][CH2:40]2)[CH2:32][CH2:31]1)[CH3:17]>>[CH3:1][O:2][C:3]1[CH:4]=[C:5]([CH:9]=[C:10]2[O:14][CH2:13][O:12][C:11]=12)[C:6]([N:41]1[CH2:42][CH2:43][C:39]([CH2:38][CH2:37][N:33]2[CH2:34][CH2:35][CH2:36][N:30]([C:22]3[N:21]([CH2:20][CH2:19][O:18][CH2:16][CH3:17])[C:25]4[CH:26]=[CH:27][CH:28]=[CH:29][C:24]=4[N:23]=3)[CH2:31][CH2:32]2)([C:44]2[CH:49]=[CH:48][CH:47]=[CH:46][CH:45]=2)[CH2:40]1)=[O:8] |f:1.2|. Reported procedure: Prepare by the method of Example 56.1 using 3-methoxy-4,5-methylenedioxybenzoic acid and 3-(2-(4-(1-(2-ethoxyethyl)-1H-benzimidazol-2-yl)[1,4]diazepan-1-yl)ethyl)-3-phenylpyrrolidine hydrochloric acid salt (prepared from (−)-3-phenyl-3-(2-hydroxyethyl)pyrrolidine(R,R)-di-p-anisoyltartaric acid salt) to give the title compound. Reactants: C([C@@H]1[C@@H]([C@@H]([C@H]([C@H](O1)OC[C@@H]2[C@H]([C@@H]([C@H]([C@H](O2)O[C@]3([C@H]([C@@H]([C@H](O3)CO)O)O)CO)O)O)O)O)O)O)O (raffinose), C(C)(=O)[O-].[Na+] (sodium acetate), ice. The solvent is C(C)(=O)OC(C)=O (acetic anhydride). Reaction conditions: time 1.5 hour. Yields the product C([C@@H]1[C@@H]([C@@H]([C@H]([C@H](O1)OC[C@@H]2[C@H]([C@@H]([C@H]([C@H](O2)O[C@]3([C@H]([C@@H]([C@H](O3)CO)O)O)CO)O)O)O)O)O)O)O.C(C)(=O)O[O-] (raffinose peracetate). As a reaction SMILES: [CH2:1]([OH:34])[C@H:2]1[O:7][C@H:6]([O:8][CH2:9][C@H:10]2[O:15][C@H:14]([O:16][C@:17]3([CH2:26][OH:27])[O:21][C@H:20]([CH2:22][OH:23])[C@@H:19]([OH:24])[C@@H:18]3[OH:25])[C@H:13]([OH:28])[C@@H:12]([OH:29])[C@@H:11]2[OH:30])[C@H:5]([OH:31])[C@@H:4]([OH:32])[C@H:3]1[OH:33].[C:35]([O-:38])(=[O:37])[CH3:36].[Na+]>C(OC(=O)C)(=O)C>[CH2:1]([OH:34])[C@H:2]1[O:7][C@H:6]([O:8][CH2:9][C@H:10]2[O:15][C@H:14]([O:16][C@:17]3([CH2:26][OH:27])[O:21][C@H:20]([CH2:22][OH:23])[C@@H:19]([OH:24])[C@@H:18]3[OH:25])[C@H:13]([OH:28])[C@@H:12]([OH:29])[C@@H:11]2[OH:30])[C@H:5]([OH:31])[C@@H:4]([OH:32])[C@H:3]1[OH:33].[C:35]([O:38][O-:7])(=[O:37])[CH3:36] |f:1.2,4.5|. Procedure: Anhydrous raffinose (252 g, 0.50 mol) was added to 60 g anhydrous sodium acetate and stirred in 800 mL of acetic anhydride previously equilibrated to 100 degree C. Complete homogeneous solution is obtained in 30-50 minutes. The reaction is left to continue for 1-2 hours, after which the reaction mixture was poured into 4 liters of ice and left to stand for 2 hours. The raffinose peracetate precipitate formed is separated from the supernatant solution, redissolved in dichloromethane and washed th... As a reaction SMILES: [Br:13][CH2:14][CH2:15][NH:16][CH2:17][CH2:18][Br:19].[BrH:12].[CH3:26][CH2:27][OH:28].[NH2:1][c:2]1[cH:3][c:4]2[c:8]([cH:9][cH:10]1)[NH:7][C:6](=[O:11])[CH2:5]2.[Na+:20].[Na+:21].[O-:22][C:23](=[O:24])[O-:25]>>[BrH:13].[N:1]1([c:2]2[cH:3][c:4]3[c:8]([cH:9][cH:10]2)[NH:7][C:6](=[O:11])[CH2:5]3)[CH2:14][CH2:15][NH:16][CH2:17][CH2:18]1. Product: Br, O=C1Cc2cc(N3CCNCC3)ccc2N1. Reactants: BrCCNCCBr, Br, CCO, Nc1ccc2c(c1)CC(=O)N2, [Na+], [Na+], O=C([O-])[O-]. The reactants are CCOc1cc(C(CCN(O)C=O)N2Cc3cccc(NC(=O)C(C)C)c3C2=O)ccc1OC, CC(=O)OC(C)=O, CC#N. The product is CCOc1cc(C(CCN(C=O)OC(C)=O)N2Cc3cccc(NC(=O)C(C)C)c3C2=O)ccc1OC. Reaction SMILES: [CH2:1]([CH3:2])[O:3][c:4]1[cH:5][c:6]([CH:12]([CH2:13][CH2:14][N:15]([OH:16])[CH:17]=[O:18])[N:19]2[CH2:20][c:21]3[cH:22][cH:23][cH:24][c:25]([NH:29][C:30]([CH:31]([CH3:32])[CH3:33])=[O:34])[c:26]3[C:27]2=[O:28])[cH:7][cH:8][c:9]1[O:10][CH3:11].[CH3:35][C:36](=[O:37])[O:38][C:39](=[O:40])[CH3:41].[CH3:42][C:43]#[N:44]>>[CH2:1]([CH3:2])[O:3][c:4]1[cH:5][c:6]([CH:12]([CH2:13][CH2:14][N:15]([O:16][C:36]([CH3:35])=[O:37])[CH:17]=[O:18])[N:19]2[CH2:20][c:21]3[cH:22][cH:23][cH:24][c:25]([NH:29][C:30]([CH:31]([CH3:32])[CH3:33])=[O:34])[c:26]3[C:27]2=[O:28])[cH:7][cH:8][c:9]1[O:10][CH3:11].